From a dataset of the Open Reaction Database (ORD), a public repository of structured organic reaction records. describe an organic reaction: reactants, conditions, products, and yield Reactants: [Br-], COC(=O)c1cc2c([nH]1)CCC2=O, [Mg+]Cc1ccc(-c2ccccc2)cc1. Yields the product COC(=O)c1cc2c([nH]1)CCC2Cc1ccc(-c2ccccc2)cc1. As a reaction SMILES: [Br-:14].[O:1]=[C:2]1[CH2:3][CH2:4][c:5]2[nH:6][c:7]([C:10](=[O:11])[O:12][CH3:13])[cH:8][c:9]21.[c:15]1(-[c:23]2[cH:24][cH:25][cH:26][cH:27][cH:28]2)[cH:16][cH:17][c:18]([CH2:21][Mg+:22])[cH:19][cH:20]1>>[CH:2]1([CH2:21][c:18]2[cH:17][cH:16][c:15](-[c:23]3[cH:24][cH:25][cH:26][cH:27][cH:28]3)[cH:20][cH:19]2)[CH2:3][CH2:4][c:5]2[nH:6][c:7]([C:10](=[O:11])[O:12][CH3:13])[cH:8][c:9]21. Starting materials: Cl, Cl, Cl, O=C(O)C1CCCOC1, NC1CCC(CCN2CCN(c3nccc4c3OCC4)CC2)CC1. Yields the product O=C(NC1CCC(CCN2CCN(c3nccc4c3OCC4)CC2)CC1)C1CCCOC1. Reaction SMILES: [ClH:1].[ClH:2].[ClH:3].[O:28]1[CH2:29][CH:30]([C:34](=[O:35])[OH:36])[CH2:31][CH2:32][CH2:33]1.[O:4]1[CH2:5][CH2:6][c:7]2[c:8]1[c:9]([N:13]1[CH2:14][CH2:15][N:16]([CH2:19][CH2:20][CH:21]3[CH2:22][CH2:23][CH:24]([NH2:27])[CH2:25][CH2:26]3)[CH2:17][CH2:18]1)[n:10][cH:11][cH:12]2>>[O:4]1[CH2:5][CH2:6][c:7]2[c:8]1[c:9]([N:13]1[CH2:14][CH2:15][N:16]([CH2:19][CH2:20][CH:21]3[CH2:22][CH2:23][CH:24]([NH:27][C:34]([CH:30]4[CH2:29][O:28][CH2:33][CH2:32][CH2:31]4)=[O:35])[CH2:25][CH2:26]3)[CH2:17][CH2:18]1)[n:10][cH:11][cH:12]2. Starting materials: ClC(Cl)Cl, COc1cc(Cc2cnc(N)nc2N)c2cc(CO)oc2c1OC. Product: COc1cc(Cc2cnc(N)nc2N)c2cc(C=O)oc2c1OC. Reaction SMILES: [CH:25]([Cl:26])([Cl:27])[Cl:28].[NH2:1][c:2]1[n:3][cH:4][c:5]([CH2:9][c:10]2[cH:11][c:12]([O:23][CH3:24])[c:13]([O:21][CH3:22])[c:14]3[c:15]2[cH:16][c:17]([CH2:19][OH:20])[o:18]3)[c:6]([NH2:8])[n:7]1>>[NH2:1][c:2]1[n:3][cH:4][c:5]([CH2:9][c:10]2[cH:11][c:12]([O:23][CH3:24])[c:13]([O:21][CH3:22])[c:14]3[c:15]2[cH:16][c:17]([CH:19]=[O:20])[o:18]3)[c:6]([NH2:8])[n:7]1. The reactants are C(C)(C)OP(=O)(OC(C)C)/C=C/CCON1C2=NC=NC(=C2N=C1)N1C(C=2C(C1=O)=CC=CC2)=O ((E)-9-[4-(Diisopropoxyphosphoryl)but-3-enyloxy]-6-phthalimidopurine), CNN (methylhydrazine). The solvent is C(C)O (ethanol). Run at time 1.5 hour. The product is C(C)(C)OP(=O)(OC(C)C)/C=C/CCON1C2=NC=NC(=C2N=C1)N ((E)-9-[4-(diisopropoxyphosphoryl)but-3-enyloxy]-adenine). The yield is 87.8%. Reaction SMILES: [CH:1]([O:4][P:5](/[CH:11]=[CH:12]/[CH2:13][CH2:14][O:15][N:16]1[CH:24]=[N:23][C:22]2[C:17]1=[N:18][CH:19]=[N:20][C:21]=2[N:25]1C(=O)C2=CC=CC=C2C1=O)([O:7][CH:8]([CH3:10])[CH3:9])=[O:6])([CH3:3])[CH3:2].CNN>C(O)C>[CH:8]([O:7][P:5](/[CH:11]=[CH:12]/[CH2:13][CH2:14][O:15][N:16]1[CH:24]=[N:23][C:22]2[C:17]1=[N:18][CH:19]=[N:20][C:21]=2[NH2:25])([O:4][CH:1]([CH3:3])[CH3:2])=[O:6])([CH3:9])[CH3:10]. Reported procedure: A mixture of (E)-9-[4-(Diisopropoxyphosphoryl)but-3-enyloxy]-6-phthalimidopurine (186 mg, 370 μmol) and methylhydrazine (18 mg, 390 μmol) in ethanol (4 ml) was stirred at room temperature for 1.5 hr. The solvent was removed and the residue purified by column chromatography on silica gel eluting with dichloromethane-methanol (4:1) to afford (E)-9-[4-(diisopropoxyphosphoryl)but-3-enyloxy]-adenine as a gum (120 mg, 88%); λmax (EtOH) 260 (12,860)nm; υmax (film) 3310, 3170, 2970, 1640, 1590, 1290, 12...